This data is from the Open Reaction Database (ORD), a public repository of structured organic reaction records. The task is: describe an organic reaction: reactants, conditions, products, and yield Reactants: BrC=1C=C(C=C(C1)Br)C1=NN=NN1 (5-(3,5-dibromophenyl)-1H-tetrazole), C1(=CC=CC=C1)C(O)C1=CC=CC=C1 (diphenylmethanol), CC=1C=CC(=CC1)S(=O)(=O)O.O (TsOH.H2O). Run in C1(=CC=CC=C1)C (toluene). Conditions: temperature 100 celsius. Yields the product C(C1=CC=CC=C1)(C1=CC=CC=C1)N1N=C(N=N1)C1=CC(=CC(=C1)Br)Br (2-Benzhydryl-5-(3,5-dibromophenyl)-2H-tetrazole). Isolated yield 85.1%. Reaction SMILES: [Br:1][C:2]1[CH:3]=[C:4]([C:9]2[NH:13][N:12]=[N:11][N:10]=2)[CH:5]=[C:6]([Br:8])[CH:7]=1.[C:14]1([CH:20]([C:22]2[CH:27]=[CH:26][CH:25]=[CH:24][CH:23]=2)O)[CH:19]=[CH:18][CH:17]=[CH:16][CH:15]=1.CC1C=CC(S(O)(=O)=O)=CC=1.O>C1(C)C=CC=CC=1>[CH:20]([N:11]1[N:12]=[N:13][C:9]([C:4]2[CH:5]=[C:6]([Br:8])[CH:7]=[C:2]([Br:1])[CH:3]=2)=[N:10]1)([C:14]1[CH:19]=[CH:18][CH:17]=[CH:16][CH:15]=1)[C:22]1[CH:27]=[CH:26][CH:25]=[CH:24][CH:23]=1 |f:2.3|. Procedure: A suspension of 5-(3,5-dibromophenyl)-1H-tetrazole (6.08 g, 20.00 mmol), diphenylmethanol (3.68 g, 20.00 mmol) and TsOH.H2O (0.38 g, 2.00 mmol) in toluene (50.0 mL) was heated to 100° C. until a clear solution was obtained. The solution was cooled to rt, and filtered. The filtration was concentrated, and the residue was purified by recrystallization in ether and hexane to afford 8.00 g (85%) of product as a white solid. Product: OC=1C=CC=C2C(=CC(=NC12)C)OCC1=NC=CC=C1 (8-hydroxy-2-methyl-4-(2-pyridylmethoxy)quinoline). Procedure: To an ice-cooled solution of 2-hydroxymethylpyridine (164 mg) in anhydrous dimethylimidazolinone (2 ml) was added sodium hydride (40% in oil, 100 mg), and the mixture was stirred at the same temperature for 30 minutes. To this mixture were added 4-chloro-8-hydroxy-2-methylquinoline (194 mg) and tetrabutylammonium iodide (185 mg). The mixture was stirred at 100° C. for 8 hours and partitioned between ethyl acetate and water. The organic layer was separated and the aqueous layer was extracted with... Run in CC1(C(N=CN1)=O)C (dimethylimidazolinone). Run at time 30 minute. Reaction SMILES: [OH:1][CH2:2][C:3]1[CH:8]=[CH:7][CH:6]=[CH:5][N:4]=1.[H-].[Na+].Cl[C:12]1[C:21]2[C:16](=[C:17]([OH:22])[CH:18]=[CH:19][CH:20]=2)[N:15]=[C:14]([CH3:23])[CH:13]=1>CC1(C)NC=NC1=O.[I-].C([N+](CCCC)(CCCC)CCCC)CCC>[OH:22][C:17]1[CH:18]=[CH:19][CH:20]=[C:21]2[C:16]=1[N:15]=[C:14]([CH3:23])[CH:13]=[C:12]2[O:1][CH2:2][C:3]1[CH:8]=[CH:7][CH:6]=[CH:5][N:4]=1 |f:1.2,5.6|. The reagents and catalysts are [I-].C(CCC)[N+](CCCC)(CCCC)CCCC (tetrabutylammonium iodide). Yield: 49.1%. The reactants are ClC1=CC(=NC2=C(C=CC=C12)O)C (4-chloro-8-hydroxy-2-methylquinoline), ice, OCC1=NC=CC=C1 (2-hydroxymethylpyridine), [H-].[Na+] (sodium hydride). Reactants: ClC(C(=O)Cl)Cl (Dichloroacetyl chloride), C(C)(C)N (isopropyl amine). Solvent: C(Cl)Cl (methylene chloride). Run at temperature 0 celsius. The product is C(C)(C)NC(C(Cl)Cl)=O (N-Isopropyldichloroacetamide). The yield is 98.0%. Reaction SMILES: [Cl:1][CH:2]([Cl:6])[C:3](Cl)=[O:4].[CH:7]([NH2:10])([CH3:9])[CH3:8]>C(Cl)Cl>[CH:7]([NH:10][C:3](=[O:4])[CH:2]([Cl:6])[Cl:1])([CH3:9])[CH3:8]. Reported procedure: Dichloroacetyl chloride, 442.5 grams (3.0 mole), was dissolved in a flask containing 900 milliliters of methylene chloride and the solution cooled to 0° C. in an ice/acetone bath. 354 grams (5.98 mole) of isopropyl amine was added dropwise with vigorous stirring and the addition rate was adjusted to maintain the reaction temperature below 5° C. When the addition was complete, the mixture was allowed to stir at ambient temperature for one hour then washed with 2×500 milliliters water, the organic... The reactants are C(=O)(N1C=NC=C1)N1C=NC=C1 (carbonyldiimidazole), C(C)(C)(C)OC (tert.butyl-methylether), N1CCC(CC1)N1C(NC2=C(CC1)C=CC=C2)=O (1,3,4,5-tetrahydro-3-(4-piperidinyl)-2H-1,3-benzodiazepin-2-one), C(C)(C)(C)OC (tert.butyl-methylether). The solvent is CN(C=O)C (dimethylformamide). Yields the product N1(C=NC=C1)C(=O)N1CCC(CC1)N1C(NC2=C(CC1)C=CC=C2)=O (1-(1H-imidazol-1-yl-carbonyl)-4-(1,2,4,5-tetrahydro-2-oxo-3H-1,3-benzodiazepin-3-yl)-piperidine). Reaction SMILES: [C:1]([N:8]1[CH:12]=[CH:11][N:10]=[CH:9]1)([N:3]1[CH:7]=[CH:6]N=[CH:4]1)=[O:2].N1CC[CH:16]([N:19]2[CH2:25][CH2:24][C:23]3[CH:26]=[CH:27][CH:28]=[CH:29][C:22]=3[NH:21][C:20]2=[O:30])[CH2:15]C1.C(OC)(C)(C)C>CN(C)C=O>[N:8]1([C:1]([N:3]2[CH2:4][CH2:15][CH:16]([N:19]3[CH2:25][CH2:24][C:23]4[CH:26]=[CH:27][CH:28]=[CH:29][C:22]=4[NH:21][C:20]3=[O:30])[CH2:6][CH2:7]2)=[O:2])[CH:12]=[CH:11][N:10]=[CH:9]1. Reported procedure: 10 g (44.8 mmol) of carbonyldiimidazole (I) are in 40 mL dimethylformamide at 40 to 50° C. dissolved. Then 10.0 g (40.8 mmol) of 1,3,4,5-tetrahydro-3-(4-piperidinyl)-2H-1,3-benzodiazepin-2-one (H) are added batchwise. The suspension formed is liquefied by the addition of 40 mL tert.butyl-methylether and cooled to ambient temperature. After the addition of another 40 mL tert.butyl-methylether the suspension is filtered, the isolated solid is washed with 100 mL tert.butyl-methylether and dried.